From a dataset of the Open Reaction Database (ORD), a public repository of structured organic reaction records. describe an organic reaction: reactants, conditions, products, and yield Reported procedure: A 5 liter 3-necked round bottom flask is fitted with a mechanical stirrer, a nitrogen padded reflux condenser and a rubber septum. Glyme (100 ml) and activated zinc granules (11.50 g, 0.18 mole) are added to the flask along with a magnetic stirring bar. The flask is then purged with nitrogen for 15 minutes, after which time iodotrifluoroethylene (20.3 g, 0.098 mole) is added slowly via syringe through the septum. After 20 minutes of stirring the mixture begins to turn brown and get warm. After 2... Reagents/catalysts: [Zn] (zinc), C1(=CC=CC=C1)P(C1=CC=CC=C1)C1=CC=CC=C1.C1(=CC=CC=C1)P(C1=CC=CC=C1)C1=CC=CC=C1.C1(=CC=CC=C1)P(C1=CC=CC=C1)C1=CC=CC=C1.C1(=CC=CC=C1)P(C1=CC=CC=C1)C1=CC=CC=C1.[Pd] (palladium tetrakis(triphenylphosphine)). Yield: 65.0%. The reactants are 188, 69, IC(=C(F)F)F (iodotrifluoroethylene), IC1=CC=C(C=C1)I (1,4-diiodobenzene), 187, 99, O=O (oxygen), 81, 138, 238, 169. Product: FC(=C(F)F)C1=CC=C(C=C1)C(=C(F)F)F (1,4-BIS(TRIFLUOROVINYL)BENZENE). Conditions: time 20 minute. RXN SMILES: I[C:2]([F:6])=[C:3]([F:5])[F:4].I[C:8]1[CH:13]=[CH:12][C:11](I)=[CH:10][CH:9]=1.O=O>[Zn].C1(P(C2C=CC=CC=2)C2C=CC=CC=2)C=CC=CC=1.C1(P(C2C=CC=CC=2)C2C=CC=CC=2)C=CC=CC=1.C1(P(C2C=CC=CC=2)C2C=CC=CC=2)C=CC=CC=1.C1(P(C2C=CC=CC=2)C2C=CC=CC=2)C=CC=CC=1.[Pd].C(COC)OC>[F:6][C:2]([C:8]1[CH:13]=[CH:12][C:11]([C:2]([F:6])=[C:3]([F:5])[F:4])=[CH:10][CH:9]=1)=[C:3]([F:5])[F:4] |f:4.5.6.7.8|. Solvent: C(OC)COC (Glyme).